Dataset: the Open Reaction Database (ORD), a public repository of structured organic reaction records. Task: describe an organic reaction: reactants, conditions, products, and yield Starting materials: N1CCCCC1 (Piperidine), ClC1=CC(=NC=C1)C (4 -chloro-2 -picoline). The solvent is O (water). Yields the product N1(CCCCC1)C1=CC(=NC=C1)C (4 -piperidino-2 -picoline). As a reaction SMILES: [NH:1]1[CH2:6][CH2:5][CH2:4][CH2:3][CH2:2]1.Cl[C:8]1[CH:13]=[CH:12][N:11]=[C:10]([CH3:14])[CH:9]=1>O>[N:1]1([C:8]2[CH:13]=[CH:12][N:11]=[C:10]([CH3:14])[CH:9]=2)[CH2:6][CH2:5][CH2:4][CH2:3][CH2:2]1. Procedure details: Piperidine (31.7 ml) and 4 -chloro-2 -picoline (13.65 g) were heated together in a bomb at 170 ° for 4.5 hours. After cooling, the mixture was taken up in water and extracted with ether. After drying (K2CO3) and stripping, the residue was distilled to give 4 -piperidino-2 -picoline, 15.45 g, b.p. 105°-10 ° (0.1 mm). The reactants are O=P(Cl)(Cl)Cl (POCl3), ice water, CC1=[N+](C=CC=C1C(=O)OC)[O-] (Methyl 2-methylpyridine-3-carboxylate 1-oxide), C(=O)([O-])[O-].[Na+].[Na+] (Na2CO3). Yields the product ClC1=CC=C(C(=N1)C)C(=O)OC (methyl 6-chloro-2-methylpyridine-3-carboxylate), ( A ), ClCC1=NC=CC=C1C(=O)OC (methyl 2-(chloromethyl)pyridine-3-carboxylate). RXN SMILES: [CH3:1][C:2]1[C:7]([C:8]([O:10][CH3:11])=[O:9])=[CH:6][CH:5]=[CH:4][N+:3]=1[O-].O=P(Cl)(Cl)[Cl:15].C([O-])([O-])=O.[Na+].[Na+]>>[Cl:15][C:4]1[N:3]=[C:2]([CH3:1])[C:7]([C:8]([O:10][CH3:11])=[O:9])=[CH:6][CH:5]=1.[Cl:15][CH2:1][C:2]1[C:7]([C:8]([O:10][CH3:11])=[O:9])=[CH:6][CH:5]=[CH:4][N:3]=1 |f:2.3.4|. Procedure: Methyl 2-methylpyridine-3-carboxylate 1-oxide (2.93 g, 17.53 mmol) was taken up in POCl3 (17 mL, 182 mmol) and heated to reflux for 3 hours. The mixture was then cooled to room temperature and poured into ice-water. The resulting dark solution was neutralised with solid Na2CO3 and the products extracted into EtOAc (×3). The combined organic extracts were washed with brine, dried over MgSO4, filtered, and concentrated in vacuo. Purification of the residue by silica gel chromatography (2-30% EtOAc... Reactants: CCOC(C)=O, Clc1cccc2cc[nH]c12, [H-], CI, [Na+], CN(C)C=O. Yields the product Cn1ccc2cccc(Cl)c21. Reaction SMILES: [CH3:20][CH2:21][O:22][C:23]([CH3:24])=[O:25].[Cl:1][c:2]1[cH:3][cH:4][cH:5][c:6]2[cH:7][cH:8][nH:9][c:10]12.[H-:12].[I:13][CH3:14].[Na+:11].[O:15]=[CH:16][N:17]([CH3:18])[CH3:19]>>[Cl:1][c:2]1[cH:3][cH:4][cH:5][c:6]2[cH:7][cH:8][n:9]([CH3:14])[c:10]12. Starting materials: C(=O)(OC(C)(C)C)N1CC(C(CC1)=O)C1=CC=CC=C1 (1-boc-3-phenyl-piperidin-4-one), C(C)(C)(C)OC(N(C)C)N(C)C (tert.-butoxy-bis(dimethylamino)methane). Run at temperature 110 celsius, time 2 hour. The product is C(C)(C)(C)OC(=O)N1C/C(/C(C(C1)C1=CC=CC=C1)=O)=C/N(C)C (3-[1-Dimethylamino-meth-(Z)-ylidene]-4-oxo-5-phenyl-piperidine-1-carboxylic acid tert.-butyl ester). Yield: 185.9%. As a reaction SMILES: [C:1]([N:8]1[CH2:13][CH2:12][C:11](=[O:14])[CH:10]([C:15]2[CH:20]=[CH:19][CH:18]=[CH:17][CH:16]=2)[CH2:9]1)([O:3][C:4]([CH3:7])([CH3:6])[CH3:5])=[O:2].C(O[CH:26](N(C)C)[N:27]([CH3:29])[CH3:28])(C)(C)C>>[C:4]([O:3][C:1]([N:8]1[CH2:9][CH:10]([C:15]2[CH:20]=[CH:19][CH:18]=[CH:17][CH:16]=2)[C:11](=[O:14])/[C:12](=[CH:26]\[N:27]([CH3:29])[CH3:28])/[CH2:13]1)=[O:2])([CH3:7])([CH3:6])[CH3:5]. Procedure details: A mixture of 1-boc-3-phenyl-piperidin-4-one (100 mg, 0.35 mmol) and tert.-butoxy-bis(dimethylamino)methane (94 mg, 0.48 mmol) was stirred at 110° C. for 2 hours. The reaction was evaporated to dryness, treated twice with toluene and evaporated under reduced pressure to dryness to yield the title compound (215 mg, 188%) as a brown oil which was used directly in the next step without further purification. MS ISP (m/e): 331.4 (79) [(M+H)+], 275.1 (100) [(M-isubutene +H)+]. The solvent is O (water). Reaction SMILES: [CH:1]([CH:3]([O:6][CH:7]([N:10]1[CH:18]=[N:17][C:16]2[C:15](=[O:19])[NH:14][CH:13]=[N:12][C:11]1=2)[CH:8]=[O:9])[CH2:4][OH:5])=[O:2].[NH2:20][C:21]1[S:22][CH:23]=[CH:24][N:25]=1.Cl>O>[OH:9][CH:8]1[C@H:7]([N:10]2[CH:18]=[N:17][C:16]3[C:15](=[O:19])[NH:14][CH:13]=[N:12][C:11]2=3)[O:6][C@H:3]([CH2:4][OH:5])[CH:1]([OH:2])[N:20]1[C:21]1[S:22][CH:23]=[CH:24][N:25]=1. Run at time 8 hour. The reactants are NC=1SC=CN1 (2-aminothiazole), C(=O)C(CO)OC(C=O)N1C=2N=CNC(C2N=C1)=O (α-(1-Formyl-2-hydroxyethoxy)-1,6-dihydro-6-oxo-9H-purine-9-acetaldehyde), Cl (hydrochloric acid). Procedure: [R-(R*, R*)]-α-(1-Formyl-2-hydroxyethoxy)-1,6-dihydro-6-oxo-9H-purine-9-acetaldehyde, (inosinedialdehyde), (2.6 g) was dissolved in water (30 ml). To the solution was added 2-aminothiazole (1.0 g). The solution was adjusted at pH 5.0 with dilute hydrochloric acid and stirred at ambient temperature overnight. The precipitate was collected by filtration, washed with acetone and air-dried to give 9-[(2R, 6R)-3,5-dihydroxy-6-hydroxymethyl-4-(2-thiazolyl)morpholin-2-yl]hypoxanthine (2.2 g). Yields the product OC1N(C([C@H](O[C@H]1N1C=2N=CNC(C2N=C1)=O)CO)O)C=1SC=CN1 (9-[(2R, 6R)-3,5-dihydroxy-6-hydroxymethyl-4-(2-thiazolyl)morpholin-2-yl]hypoxanthine). The yield is 61.5%. The reactants are C(C)(C)(C)OC(=O)N1C[C@@H]([C@@H](CC1)C1=CC=CC=C1)C(=O)N1CCN(CC1)C1=C(C=CC(=C1)C)C ((3R,4R)-3-[4-(2,5-dimethyl-phenyl)-piperazine-1-carbonyl]-4-phenyl-piperidine-1-carboxylic acid tert-butyl ester), C(C)(C)(C)OC(=O)N1C[C@@H]([C@@H](CC1)C1=CC=CC=C1)C(=O)O ((3R,4R)-4-phenyl-piperidine-1,3-dicarboxylic acid 1-tert-butyl ester). Product: CC1=C(C=C(C=C1)C)N1CCNCC1 (1-(2,5-dimethylphenyl)piperazine). RXN SMILES: C(OC(N1CC[C@@H](C2C=CC=CC=2)[C@@H](C(O)=O)C1)=O)(C)(C)C.C(OC(N1CC[C@@H](C2C=CC=CC=2)[C@@H](C([N:44]2[CH2:49][CH2:48][N:47]([C:50]3[CH:55]=[C:54]([CH3:56])[CH:53]=[CH:52][C:51]=3[CH3:57])[CH2:46][CH2:45]2)=O)C1)=O)(C)(C)C>>[CH3:57][C:51]1[CH:52]=[CH:53][C:54]([CH3:56])=[CH:55][C:50]=1[N:47]1[CH2:46][CH2:45][NH:44][CH2:49][CH2:48]1. Procedure: In analogy to example 1, step 1, from (3R,4R)-4-phenyl-piperidine-1,3-dicarboxylic acid 1-tert-butyl ester (CAS Reg. No.: [197900-84-8]) and 1-(2,5-dimethylphenyl)piperazine was prepared (3R,4R)-3-[4-(2,5-dimethyl-phenyl)-piperazine-1-carbonyl]-4-phenyl-piperidine-1-carboxylic acid tert-butyl ester as a white foam, MS: 478.27 ([M+H])+. Starting materials: N1CCNCC1 (piperazine), C1(=CC=CC=C1)S(=O)(=O)C=1C(=NN2C1N=C(C=C2Cl)C)SC (3-benzenesulphonyl-7-chloro-5-methyl-2-methylsulphanyl-pyrazolo[1,5-a]pyrimidine). Solvent: CN(C)C=O (DMF), CN(C)C=O (DMF). Conditions: temperature 60 celsius, time 2 hour. Product: C1(=CC=CC=C1)S(=O)(=O)C=1C(=NN2C1N=C(C=C2N2CCNCC2)C)SC (3-benzenesulphonyl-5-methyl-2-methylsulphanyl-7-piperazin-1-yl-pyrazolo[1,5-a]pyrimidine). Isolated yield 51.0%. Reaction SMILES: [NH:1]1[CH2:6][CH2:5][NH:4][CH2:3][CH2:2]1.[C:7]1([S:13]([C:16]2[C:17]([S:27][CH3:28])=[N:18][N:19]3[C:24](Cl)=[CH:23][C:22]([CH3:26])=[N:21][C:20]=23)(=[O:15])=[O:14])[CH:12]=[CH:11][CH:10]=[CH:9][CH:8]=1>CN(C=O)C>[C:7]1([S:13]([C:16]2[C:17]([S:27][CH3:28])=[N:18][N:19]3[C:24]([N:1]4[CH2:6][CH2:5][NH:4][CH2:3][CH2:2]4)=[CH:23][C:22]([CH3:26])=[N:21][C:20]=23)(=[O:15])=[O:14])[CH:8]=[CH:9][CH:10]=[CH:11][CH:12]=1. Procedure: 0.3 g (3.4 mmol) of piperazine in 10 ml of DMF was added to a solution of 0.6 g (1.7 mmol) of 3-benzenesulphonyl-7-chloro-5-methyl-2-methylsulphanyl-pyrazolo[1,5-a]pyrimidine in 10 ml of DMF and the mixture was stirred at 60° C. for 2 hrs. The reaction solution was cooled to RT and evaporated in a high vacuum. The residue was partitioned between 2N NaOH and CH2Cl2. The aqueous phase was extracted three times with CH2Cl2, and the combined organic phases were dried (MgSO4), filtered and evaporated... Reactants: CC(C)N, CC(C)O, Cc1ccc(OCC2CO2)c[n+]1[O-]. The product is Cc1ccc(OCC(O)CNC(C)C)c[n+]1[O-]. Reaction SMILES: [CH3:14][CH:15]([CH3:16])[NH2:17].[CH:18]([OH:19])([CH3:20])[CH3:21].[O:1]1[CH:2]([CH2:3][O:4][c:5]2[cH:6][n+:7]([O-:12])[c:8]([CH3:11])[cH:9][cH:10]2)[CH2:13]1>>[OH:1][CH:2]([CH2:3][O:4][c:5]1[cH:6][n+:7]([O-:12])[c:8]([CH3:11])[cH:9][cH:10]1)[CH2:13][NH:17][CH:15]([CH3:14])[CH3:16].